This data is from the Open Reaction Database (ORD), a public repository of structured organic reaction records. The task is: describe an organic reaction: reactants, conditions, products, and yield Starting materials: C(CCCC#C)O (5-hexyn-1-ol), [H-].[Na+] (sodium hydride), O (water), BrCC(=O)OCC (ethyl bromoacetate). The solvent is CN(C=O)C (N,N-dimethylformamide), CCCCCC (n-hexane), C(C)(=O)OCC (ethyl acetate). Reaction conditions: time 1 hour. Yields the product C(COCCCCC#C)(=O)OCC (ethyl 3-oxa-8-nonynoate). Yield: 36.7%. As a reaction SMILES: [CH2:1]([OH:7])[CH2:2][CH2:3][CH2:4][C:5]#[CH:6].[H-].[Na+].Br[CH2:11][C:12]([O:14][CH2:15][CH3:16])=[O:13].O>CN(C)C=O.C(OCC)(=O)C.CCCCCC>[C:12]([O:14][CH2:15][CH3:16])(=[O:13])[CH2:11][O:7][CH2:1][CH2:2][CH2:3][CH2:4][C:5]#[CH:6] |f:1.2|. Reported procedure: To a solution of 5-hexyn-1-ol (2.0 g, 20.4 mmol) in N,N-dimethylformamide (40 ml) was added sodium hydride (815 g, 60% in oil, 20.41 mmol) at 0° C. The mixture was stirred for 1 hour, and ethyl bromoacetate (3.4 ml, 30.5 mmol) was added thereto. The mixture was stirred at the same temperature for 1 hour. After the reaction was completed, water was added thereto. The resulting mixture was extracted with ethyl acetate. The organic layer was washed with saturated saline solution, dried over anhydro... Yield: 103.2%. Run at temperature 65 celsius, time 1 hour. Reaction SMILES: [F:1][C:2]([F:43])([F:42])[C:3]1[CH:4]=[C:5]([C:13]2([C:38]([F:41])([F:40])[F:39])[O:17][N:16]=[C:15]([C:18]3[CH:19]=[C:20]4[C:24](=[CH:25][CH:26]=3)[C:23]3([CH2:29][N:28](C(OC(C)(C)C)=O)[CH2:27]3)[NH:22][C:21]4=[O:37])[CH2:14]2)[CH:6]=[C:7]([C:9]([F:12])([F:11])[F:10])[CH:8]=1.Cl>CO>[F:43][C:2]([F:1])([F:42])[C:3]1[CH:4]=[C:5]([C:13]2([C:38]([F:39])([F:40])[F:41])[O:17][N:16]=[C:15]([C:18]3[CH:19]=[C:20]4[C:24](=[CH:25][CH:26]=3)[C:23]3([CH2:27][NH:28][CH2:29]3)[NH:22][C:21]4=[O:37])[CH2:14]2)[CH:6]=[C:7]([C:9]([F:12])([F:11])[F:10])[CH:8]=1. Procedure details: A 100 mL vial equipped with stir bar was charged with tert-butyl 5′-(5-(3,5-bis(trifluoromethyl)phenyl)-5-(trifluoromethyl)-4,5-dihydroisoxazol-3-yl)-3′-oxospiro[azetidine-3,1′-isoindoline]-1-carboxylate (Preparation 21, 240 mg, 0.4 mmol) and anhydrous methanol (25 mL). A methanolic solution of HCl (1 mL of a 1.25M solution) was added and the reaction was heated to 65° C. for 6 hours. The reaction was cooled and concentrated under vacuum. The residue was rinsed with diethyl ether, concentrated u... Starting materials: Cl (HCl), solution, FC(C=1C=C(C=C(C1)C(F)(F)F)C1(CC(=NO1)C=1C=C2C(NC3(C2=CC1)CN(C3)C(=O)OC(C)(C)C)=O)C(F)(F)F)(F)F (tert-butyl 5′-(5-(3,5-bis(trifluoromethyl)phenyl)-5-(trifluoromethyl)-4,5-dihydroisoxazol-3-yl)-3′-oxospiro[azetidine-3,1′-isoindoline]-1-carboxylate). Product: FC(C=1C=C(C=C(C1)C(F)(F)F)C1(CC(=NO1)C=1C=C2C(NC3(C2=CC1)CNC3)=O)C(F)(F)F)(F)F (5′-(5-(3,5-bis(trifluoromethyl)phenyl)-5-(trifluoromethyl)-4,5-dihydroisoxazol-3-yl)spiro[azetidine-3,1′-isoindolin]-3′-one). Run in CO (methanol). The reactants are CO, O=c1[nH]c2cc(Cl)ccc2n1C1CCN(CCCNc2ccccc2[N+](=O)[O-])CC1, [H][H], C1CCOC1. Yields the product Nc1ccccc1NCCCN1CCC(n2c(=O)[nH]c3cc(Cl)ccc32)CC1. Reaction SMILES: [CH3:31][OH:32].[Cl:1][c:2]1[cH:3][c:4]2[c:5]([n:6]([CH:10]3[CH2:11][CH2:12][N:13]([CH2:16][CH2:17][CH2:18][NH:19][c:20]4[c:21]([N+:26]([O-:27])=[O:28])[cH:22][cH:23][cH:24][cH:25]4)[CH2:14][CH2:15]3)[c:7](=[O:9])[nH:8]2)[cH:29][cH:30]1.[H:33][H:34].[O:35]1[CH2:36][CH2:37][CH2:38][CH2:39]1>>[Cl:1][c:2]1[cH:3][c:4]2[c:5]([n:6]([CH:10]3[CH2:11][CH2:12][N:13]([CH2:16][CH2:17][CH2:18][NH:19][c:20]4[c:21]([NH2:26])[cH:22][cH:23][cH:24][cH:25]4)[CH2:14][CH2:15]3)[c:7](=[O:9])[nH:8]2)[cH:29][cH:30]1. Reactants: C(C)(=O)NN1C(NN=C(C1)C)=O (4-acetylamino-6-methyl-3-oxo-2,3,4,5-tetrahydro- 1,2,4-triazine), Cl (hydrochloric acid), C(C)(=O)[O-].[Na+] (sodium acetate). Yields the product NN1C(NN=C(C1)C)=O (4-amino-6-methyl-3-oxo-2,3,4,5-tetrahydro- 1,2,4-triazine). Run in CO (methanol). Reaction SMILES: C([NH:4][N:5]1[CH2:10][C:9]([CH3:11])=[N:8][NH:7][C:6]1=[O:12])(=O)C.Cl.C([O-])(=O)C.[Na+]>CO>[NH2:4][N:5]1[CH2:10][C:9]([CH3:11])=[N:8][NH:7][C:6]1=[O:12] |f:2.3|. Reaction conditions: temperature 50 celsius, time 4 hour. Procedure: A mixture of 85 g of 4-acetylamino-6-methyl-3-oxo-2,3,4,5-tetrahydro- 1,2,4-triazine, 63 ml of hydrochloric acid (37%) and 250 ml of methanol is stirred for 4 hours at 50° C. After cooling to 15° C., 82 g of sodium acetate are added, the mixture is stirred for a further 15 minutes, and the solvent is removed by evaporation. The residue is taken up in 100 ml of ethanol, and the solvent is removed again in vacuo. The residue is taken up in 1200 ml of acetonitrile, undissolved salt precipitates are... Yield: 84.0%. The solvent is O (Water). Product: COC=1C(=C(C=CC1)C=C1C(NC(N1)=O)=O)OCC1=CC=CC=C1 (5-[[3-Methoxy-2-(phenylmethoxy)phenyl]methylene]-2,4-imidazolidinedione). Starting materials: C(C1=CC=CC=C1)OC1=C(C=O)C=CC=C1OC (2-benzyloxy-3-methoxybenzaldehyde), N1C(=O)NC(=O)C1 (hydantoin), NCCC(=O)O (β-alanine), C(C)(=O)O (acetic acid). Reaction SMILES: [CH2:1]([O:8][C:9]1[C:16]([O:17][CH3:18])=[CH:15][CH:14]=[CH:13][C:10]=1[CH:11]=O)[C:2]1[CH:7]=[CH:6][CH:5]=[CH:4][CH:3]=1.[NH:19]1[CH2:25][C:23](=[O:24])[NH:22][C:20]1=[O:21].NCCC(O)=O.C(O)(=O)C>O>[CH3:18][O:17][C:16]1[C:9]([O:8][CH2:1][C:2]2[CH:7]=[CH:6][CH:5]=[CH:4][CH:3]=2)=[C:10]([CH:11]=[C:25]2[NH:19][C:20](=[O:21])[NH:22][C:23]2=[O:24])[CH:13]=[CH:14][CH:15]=1. Reported procedure: A solution of 96.90 g (0.40 mole) of 2-benzyloxy-3-methoxybenzaldehyde, 48.04 g (0.48 mole) of hydantoin, 8.02 g (0.09 mole) of β-alanine, and 200 mL of glacial acetic acid is stirred at reflux for 6 hours. Water (500 mL) is added and the separated solid is filtered, washed well with water, methanol, and then ether; wt 109.00 g (84% yield); mp 210-212° C. Reactants: C(C)C1=NSC(=N1)CN1C(N(C(C2=C1C=C(S2)C2=CC=CC=C2)=O)C2CCN(CC2)C(=O)OC(C)(C)C)=O (tert-butyl 4-{1-[(3-ethyl-1,2,4-thiadiazol-5-yl)methyl]-2,4-dioxo-6-phenyl-1,4-dihydrothieno[3,2-d]pyrimidin-3(2H)-yl}piperidine-1-carboxylate), FC(C(=O)O)(F)F (trifluoroacetic acid). The solvent is C(Cl)Cl (DCM). Product: FC(C(=O)O)(F)F.C(C)C1=NSC(=N1)CN1C(N(C(C2=C1C=C(S2)C2=CC=CC=C2)=O)C2CCNCC2)=O (1-[(3-Ethyl-1,2,4-thiadiazol-5-yl)methyl]-6-phenyl-3-(piperidin-4-yl)thieno[3,2-d]pyrimidine-2,4(1H,3H)-dione trifluoroacetate). Reaction SMILES: [CH2:1]([C:3]1[N:7]=[C:6]([CH2:8][N:9]2[C:14]3[CH:15]=[C:16]([C:18]4[CH:23]=[CH:22][CH:21]=[CH:20][CH:19]=4)[S:17][C:13]=3[C:12](=[O:24])[N:11]([CH:25]3[CH2:30][CH2:29][N:28](C(OC(C)(C)C)=O)[CH2:27][CH2:26]3)[C:10]2=[O:38])[S:5][N:4]=1)[CH3:2].[F:39][C:40]([F:45])([F:44])[C:41]([OH:43])=[O:42]>C(Cl)Cl>[F:39][C:40]([F:45])([F:44])[C:41]([OH:43])=[O:42].[CH2:1]([C:3]1[N:7]=[C:6]([CH2:8][N:9]2[C:14]3[CH:15]=[C:16]([C:18]4[CH:23]=[CH:22][CH:21]=[CH:20][CH:19]=4)[S:17][C:13]=3[C:12](=[O:24])[N:11]([CH:25]3[CH2:30][CH2:29][NH:28][CH2:27][CH2:26]3)[C:10]2=[O:38])[S:5][N:4]=1)[CH3:2] |f:3.4|. Reported procedure: A solution of tert-butyl 4-{1-[(3-ethyl-1,2,4-thiadiazol-5-yl)methyl]-2,4-dioxo-6-phenyl-1,4-dihydrothieno[3,2-d]pyrimidin-3(2H)-yl}piperidine-1-carboxylate (321 mg; compound B22) in DCM (10 ml) is reacted with trifluoroacetic acid (2 ml) according to the procedure described in example B43 to afford the title compound as a solid. Reactants: ClC=1C=C(C=CC1Cl)[C@@H](CN(C(C1=CC=CC=C1)=O)C)CC=O ((S)-N-[2-(3,4-Dichlorophenyl)-4-oxobutyl]-N-methylbenzamide), O=C1N(CCCC1)C1(CCNCC1)C(=O)N1CCCC1 (4-(2-oxopiperidino)-4-(pyrrolidin-1-ylcarbonyl)piperidine), C(#N)[BH3-].[Na+] (sodium cyanoborohydride), material, C(CC(O)(C(=O)O)CC(=O)O)(=O)O (citric acid). Run in CO (methanol), CO (methanol), C(C)(=O)O (acetic acid), CO (methanol), C([O-])(O)=O.[Na+] (sodium bicarbonate), CO (methanol). Run at time 10 minute. The product is C(CC(O)(C(=O)O)CC(=O)O)(=O)O.ClC=1C=C(C=CC1Cl)[C@@H](CN(C(C1=CC=CC=C1)=O)C)CCN1CCC(CC1)(C(=O)N1CCCC1)N1C(CCCC1)=O ((S)-N-[2-(3,4-Dichlorophenyl)-4-[4-(2-oxopiperidino)-4-(pyrrolidin-1-ylcarbonyl)piperidino]butyl]-N-methylbenzamide citric acid salt). The yield is 100.6%. RXN SMILES: [Cl:1][C:2]1[CH:3]=[C:4]([C@H:9]([CH2:21][CH:22]=O)[CH2:10][N:11]([CH3:20])[C:12](=[O:19])[C:13]2[CH:18]=[CH:17][CH:16]=[CH:15][CH:14]=2)[CH:5]=[CH:6][C:7]=1[Cl:8].[O:24]=[C:25]1[CH2:30][CH2:29][CH2:28][CH2:27][N:26]1[C:31]1([C:37]([N:39]2[CH2:43][CH2:42][CH2:41][CH2:40]2)=[O:38])[CH2:36][CH2:35][NH:34][CH2:33][CH2:32]1.C([BH3-])#N.[Na+].[C:48]([OH:60])(=[O:59])[CH2:49][C:50]([CH2:55][C:56]([OH:58])=[O:57])([C:52]([OH:54])=[O:53])[OH:51]>CO.C(=O)(O)[O-].[Na+].C(O)(=O)C>[C:48]([OH:60])(=[O:59])[CH2:49][C:50]([CH2:55][C:56]([OH:58])=[O:57])([C:52]([OH:54])=[O:53])[OH:51].[Cl:1][C:2]1[CH:3]=[C:4]([C@H:9]([CH2:21][CH2:22][N:34]2[CH2:35][CH2:36][C:31]([N:26]3[CH2:27][CH2:28][CH2:29][CH2:30][C:25]3=[O:24])([C:37]([N:39]3[CH2:40][CH2:41][CH2:42][CH2:43]3)=[O:38])[CH2:32][CH2:33]2)[CH2:10][N:11]([CH3:20])[C:12](=[O:19])[C:13]2[CH:14]=[CH:15][CH:16]=[CH:17][CH:18]=2)[CH:5]=[CH:6][C:7]=1[Cl:8] |f:2.3,6.7,9.10|. Procedure: (S)-N-[2-(3,4-Dichlorophenyl)-4-oxobutyl]-N-methylbenzamide (350 mg) in methanol (3 mL) was added to a solution of 4-(2-oxopiperidino)-4-(pyrrolidin-1-ylcarbonyl)piperidine (330 mg) and acetic acid (0.07 mL) in methanol (5 mL). After 10 minutes, sodium cyanoborohydride (100 mg) in methanol (2 mL) was added in a single portion. After being stirred for 3 hours, the reaction mixture was diluted with aqueous sodium bicarbonate, stirred for 30 minutes, and extracted with dichloromethane. The organic ... Reactants: Cl.FC1=CC=C(C=C1)C(=O)C1CCNCC1 ((4-fluorophenyl) (4-piperidinyl) methanone hydrochloride), C([O-])([O-])=O.[Na+].[Na+] (sodium carbonate), CC(CC(C)=O)C (4-methyl-2-pentanone), CS(=O)(=O)OCCCN1C(NC2=C1C=C(C(=C2)Cl)Cl)=O (3-(5,6-dichloro-2,3-dihydro-2-oxo-1H-benzimidazol-1yl)propyl methanesulfonate). Solvent: O (water), O (water). Yields the product ClC1=CC2=C(N(C(N2)=O)CCCN2CCC(CC2)C(C2=CC=C(C=C2)F)=O)C=C1Cl (5,6-dichloro-1-{3-[4-(4-fluorobenzoyl)-1-piperidinyl]propyl}-1,3-dihydro-2H-benzimidazol-2-one). The yield is 25.0%. Reaction SMILES: Cl.[F:2][C:3]1[CH:8]=[CH:7][C:6]([C:9]([CH:11]2[CH2:16][CH2:15][NH:14][CH2:13][CH2:12]2)=[O:10])=[CH:5][CH:4]=1.C(=O)([O-])[O-].[Na+].[Na+].CC(C)CC(=O)C.CS(O[CH2:35][CH2:36][CH2:37][N:38]1[C:42]2[CH:43]=[C:44]([Cl:48])[C:45]([Cl:47])=[CH:46][C:41]=2[NH:40][C:39]1=[O:49])(=O)=O>O>[Cl:47][C:45]1[C:44]([Cl:48])=[CH:43][C:42]2[N:38]([CH2:37][CH2:36][CH2:35][N:14]3[CH2:15][CH2:16][CH:11]([C:9](=[O:10])[C:6]4[CH:7]=[CH:8][C:3]([F:2])=[CH:4][CH:5]=4)[CH2:12][CH2:13]3)[C:39](=[O:49])[NH:40][C:41]=2[CH:46]=1 |f:0.1,2.3.4|. Reported procedure: A mixture of 4.4 parts of (4-fluorophenyl) (4-piperidinyl) methanone hydrochloride, 6 parts of sodium carbonate and 160 parts of 4-methyl-2-pentanone is stirred and refluxed for 30 minutes with water-separator. After cooling, 6.2 parts of 3-(5,6-dichloro-2,3-dihydro-2-oxo-1H-benzimidazol-1yl)propyl methanesulfonate are added and the whole is stirred and refluxed overnight. The reaction mixture is cooled, water is added and the layers are separated. The 4-methyl-2-pentanone-phase is dried, filter... Reactants: O=C1CCN(CC1)C1=CC=C(C=C1)N1C(O[C@H](C1)CNC(C)=O)=O ((S)—N-{3-[4-(4-oxo-piperidin-1-yl)-phenyl]-2-oxo-oxazolidin-5-ylmethyl}-acetamide), [BH4-].[Na+] (sodiumborohydride). Solvent: CO (methanol). Product: OC1CCN(CC1)C1=CC=C(C=C1)N1C(O[C@H](C1)CNC(C)=O)=O ((S)—N-{3-[4-(4-hydroxy-piperidin-1-yl)-phenyl]-2-oxo-oxazolidin-5-ylmethyl}-acetamide). Yield: 85.0%. Reaction SMILES: [O:1]=[C:2]1[CH2:7][CH2:6][N:5]([C:8]2[CH:13]=[CH:12][C:11]([N:14]3[CH2:18][C@H:17]([CH2:19][NH:20][C:21](=[O:23])[CH3:22])[O:16][C:15]3=[O:24])=[CH:10][CH:9]=2)[CH2:4][CH2:3]1.[BH4-].[Na+]>CO>[OH:1][CH:2]1[CH2:3][CH2:4][N:5]([C:8]2[CH:9]=[CH:10][C:11]([N:14]3[CH2:18][C@H:17]([CH2:19][NH:20][C:21](=[O:23])[CH3:22])[O:16][C:15]3=[O:24])=[CH:12][CH:13]=2)[CH2:6][CH2:7]1 |f:1.2|. Procedure: The title compound was prepared by reacting (S)—N-{3-[4-(4-oxo-piperidin-1-yl)-phenyl]-2-oxo-oxazolidin-5-ylmethyl}-acetamide (1.0 mmol), with sodiumborohydride (1.2 mmol)) methanol (10 ml) at a temperature 0-25° C. for 2 hours in 85% yield.